This data is from the Open Reaction Database (ORD), a public repository of structured organic reaction records. The task is: describe an organic reaction: reactants, conditions, products, and yield Starting materials: CC(C)(C)c1ccc(OCC(=O)Cl)cc1, CCOCC, CCN(C(C)C)C(C)C, C1CCOC1, O=C(NCc1cccnc1)c1ccc2n1Cc1ccccc1NC2. Yields the product CC(C)(C)c1ccc(OCC(=O)N2Cc3ccc(C(=O)NCc4cccnc4)n3Cc3ccccc32)cc1. As a reaction SMILES: [C:34]([CH3:35])([CH3:36])([CH3:37])[c:38]1[cH:39][cH:40][c:41]([O:42][CH2:43][C:44](=[O:45])[Cl:46])[cH:47][cH:48]1.[CH3:49][CH2:50][O:51][CH2:52][CH3:53].[CH:25]([N:26]([CH2:27][CH3:28])[CH:29]([CH3:30])[CH3:31])([CH3:32])[CH3:33].[O:54]1[CH2:55][CH2:56][CH2:57][CH2:58]1.[n:1]1[cH:2][c:3]([CH2:7][NH:8][C:9](=[O:10])[c:11]2[cH:12][cH:13][c:14]3[n:20]2[CH2:19][c:18]2[c:17]([cH:24][cH:23][cH:22][cH:21]2)[NH:16][CH2:15]3)[cH:4][cH:5][cH:6]1>>[n:1]1[cH:2][c:3]([CH2:7][NH:8][C:9](=[O:10])[c:11]2[cH:12][cH:13][c:14]3[n:20]2[CH2:19][c:18]2[c:17]([cH:24][cH:23][cH:22][cH:21]2)[N:16]([C:44]([CH2:43][O:42][c:41]2[cH:40][cH:39][c:38]([C:34]([CH3:35])([CH3:36])[CH3:37])[cH:48][cH:47]2)=[O:45])[CH2:15]3)[cH:4][cH:5][cH:6]1.